From a dataset of the Open Reaction Database (ORD), a public repository of structured organic reaction records. describe an organic reaction: reactants, conditions, products, and yield Starting materials: ClC1=NC=C(C=C1Cl)C(F)(F)F (2,3-dichloro-5-(trifluoromethyl)pyridine), O.NN (hydrazine hydrate). Solvent: C(C)O (ethanol). Reaction conditions: temperature 50 celsius, time 8 hour. The product is ClC=1C(=NC=C(C1)C(F)(F)F)NN (3-chloro-2-hydrazinyl-5-(trifluoromethyl)pyridine). Isolated yield 113.6%. Reaction SMILES: Cl[C:2]1[C:7]([Cl:8])=[CH:6][C:5]([C:9]([F:12])([F:11])[F:10])=[CH:4][N:3]=1.O.[NH2:14][NH2:15]>C(O)C>[Cl:8][C:7]1[C:2]([NH:14][NH2:15])=[N:3][CH:4]=[C:5]([C:9]([F:12])([F:11])[F:10])[CH:6]=1 |f:1.2|. Reported procedure: To a solution of 2,3-dichloro-5-(trifluoromethyl)pyridine (6.8 g) in ethanol (50 mL) was added hydrazine hydrate (3.15 g) in an ice bath, and the mixture was stirred overnight at 50° C. The mixture was allowed to be cooled to room temperature, and the solvent was evaporated under reduced pressure. The obtained residue was treated with IPE, and the precipitated solid was collected by filtration to give the title compound (7.57 g). The reactants are C(=O)NCC1=NC2=CC=CC=C2C=C1 (2-formamidomethylquinoline), P(=O)(Cl)(Cl)Cl (phosphorous oxychloride). The product is C1=NC=C2N1C1=CC=CC=C1C=C2 (imidazo[1,5-a]quinoline). As a reaction SMILES: [CH:1]([NH:3][CH2:4][C:5]1[CH:14]=[CH:13][C:12]2[C:7](=[CH:8][CH:9]=[CH:10][CH:11]=2)[N:6]=1)=O.P(Cl)(Cl)(Cl)=O>>[CH:1]1[N:6]2[C:7]3[C:12]([CH:13]=[CH:14][C:5]2=[CH:4][N:3]=1)=[CH:11][CH:10]=[CH:9][CH:8]=3. Procedure details: Treatment of 1.86 g. of 2-formamidomethylquinoline with 15 ml. of phosphorous oxychloride as in Preparation AIII-a gave imidazo[1,5-a]quinoline, which is used without purification. Starting materials: N#Cc1ccc2c(c1)CC(C=O)C2, Cl, CC(C)(O)c1nc2cc(Cl)ccc2n1C1CCC(N)CC1. Yields the product CC(C)(O)c1nc2cc(Cl)ccc2n1C1CCC(NCC2Cc3ccc(C#N)cc3C2)CC1. Reaction SMILES: [C:23](#[N:24])[c:25]1[cH:26][c:27]2[c:31]([cH:32][cH:33]1)[CH2:30][CH:29]([CH:34]=[O:35])[CH2:28]2.[ClH:1].[NH2:2][CH:3]1[CH2:4][CH2:5][CH:6]([n:9]2[c:10]([C:19]([CH3:20])([CH3:21])[OH:22])[n:11][c:12]3[c:13]2[cH:14][cH:15][c:16]([Cl:18])[cH:17]3)[CH2:7][CH2:8]1>>[NH:2]([CH:3]1[CH2:4][CH2:5][CH:6]([n:9]2[c:10]([C:19]([CH3:20])([CH3:21])[OH:22])[n:11][c:12]3[c:13]2[cH:14][cH:15][c:16]([Cl:18])[cH:17]3)[CH2:7][CH2:8]1)[CH2:34][CH:29]1[CH2:28][c:27]2[cH:26][c:25]([C:23]#[N:24])[cH:33][cH:32][c:31]2[CH2:30]1. Starting materials: CC(=O)O[BH-](OC(C)=O)OC(C)=O, O=C([O-])O, ClCCl, CC(=O)O, CN1CCCC1=O, O=C1NC(=O)c2ccc(I)cc2C1=CNc1ccc(N2CCNCC2)cc1, [Na+], [Na+], CC(=O)CO. Yields the product CCN1CCN(c2ccc(NC=C3C(=O)NC(=O)c4ccc(I)cc43)cc2)CC1. As a reaction SMILES: [C:28]([CH3:29])([O:30][BH-:31]([O:32][C:33](=[O:34])[CH3:35])[O:36][C:37](=[O:38])[CH3:39])=[O:40].[C:51](=[O:52])([OH:53])[O-:54].[CH2:63]([Cl:64])[Cl:65].[CH3:47][C:48](=[O:49])[OH:50].[CH3:56][N:57]1[CH2:58][CH2:59][CH2:60][C:61]1=[O:62].[I:1][c:2]1[cH:3][c:4]2[c:9]([cH:10][cH:11]1)[C:8](=[O:12])[NH:7][C:6](=[O:13])[C:5]2=[CH:14][NH:15][c:16]1[cH:17][cH:18][c:19]([N:22]2[CH2:23][CH2:24][NH:25][CH2:26][CH2:27]2)[cH:20][cH:21]1.[Na+:41].[Na+:55].[OH:42][CH2:43][C:44](=[O:45])[CH3:46]>>[I:1][c:2]1[cH:3][c:4]2[c:9]([cH:10][cH:11]1)[C:8](=[O:12])[NH:7][C:6](=[O:13])[C:5]2=[CH:14][NH:15][c:16]1[cH:17][cH:18][c:19]([N:22]2[CH2:23][CH2:24][N:25]([CH2:28][CH3:29])[CH2:26][CH2:27]2)[cH:20][cH:21]1. Starting materials: CC(C)(C)c1nc2cc(S(=O)(=O)Cl)ccc2n1CC1CCOCC1, CN(C)c1ccncc1, CC#N, CCN(C(C)C)C(C)C, Cl, C1CNOC1. Product: CC(C)(C)c1nc2cc(S(=O)(=O)N3CCCO3)ccc2n1CC1CCOCC1. RXN SMILES: [C:1]([CH3:2])([CH3:3])([CH3:4])[c:5]1[n:6][c:7]2[c:8]([n:9]1[CH2:10][CH:11]1[CH2:12][CH2:13][O:14][CH2:15][CH2:16]1)[cH:17][cH:18][c:19]([S:21](=[O:22])(=[O:23])[Cl:24])[cH:20]2.[CH3:40][N:41]([c:42]1[cH:43][cH:44][n:45][cH:46][cH:47]1)[CH3:48].[CH3:49][C:50]#[N:51].[CH:31]([N:32]([CH2:33][CH3:34])[CH:35]([CH3:36])[CH3:37])([CH3:38])[CH3:39].[ClH:25].[O:26]1[NH:27][CH2:28][CH2:29][CH2:30]1>>[C:1]([CH3:2])([CH3:3])([CH3:4])[c:5]1[n:6][c:7]2[c:8]([n:9]1[CH2:10][CH:11]1[CH2:12][CH2:13][O:14][CH2:15][CH2:16]1)[cH:17][cH:18][c:19]([S:21](=[O:22])(=[O:23])[N:27]1[O:26][CH2:30][CH2:29][CH2:28]1)[cH:20]2. Starting materials: C(C)(C)(C)OC(NC=1C(=C2C(=NC1)N(N=C2)CC)C2=C(C=C(C=C2)F)C)=O ([1-ethyl-4-(4-fluoro-2-methyl-phenyl)-1H-pyrazolo[3,4-b]pyridin-5-yl]-carbamic acid tert-butyl ester), [H-].[Na+] (NaH), IC (iodomethane). Run in CN(C)C=O (DMF). Reaction conditions: time 20 minute. The product is C(C)N1N=CC=2C1=NC=C(C2C2=C(C=C(C=C2)F)C)NC ([1-Ethyl-4-(4-fluoro-2-methyl-phenyl)-1H-pyrazolo[3,4-b]pyridin-5-yl]-methyl-amine). The yield is 97.7%. As a reaction SMILES: C(O[C:6](=O)[NH:7][C:8]1[C:9]([C:19]2[CH:24]=[CH:23][C:22]([F:25])=[CH:21][C:20]=2[CH3:26])=[C:10]2[CH:16]=[N:15][N:14]([CH2:17][CH3:18])[C:11]2=[N:12][CH:13]=1)(C)(C)C.[H-].[Na+].IC>CN(C=O)C>[CH2:17]([N:14]1[C:11]2=[N:12][CH:13]=[C:8]([NH:7][CH3:6])[C:9]([C:19]3[CH:24]=[CH:23][C:22]([F:25])=[CH:21][C:20]=3[CH3:26])=[C:10]2[CH:16]=[N:15]1)[CH3:18] |f:1.2|. Procedure: To a solution of [1-ethyl-4-(4-fluoro-2-methyl-phenyl)-1H-pyrazolo[3,4-b]pyridin-5-yl]-carbamic acid tert-butyl ester (2.6 g, 7.02 mmol) in DMF (50 mL) at 0° C. was added NaH (0.44 g, 50% purity, 9.12 mmol). After 20 minutes, iodomethane (1.49 g, 10.5 mmol) was added and the temperature raised to RT. The reaction was quenched by addition of H2O and the product extracted with EtOAc. The combined organic phases were dried over Na2SO4, and concentrated under vacuo to give a crude intermediate which...